From a dataset of the Open Reaction Database (ORD), a public repository of structured organic reaction records. describe an organic reaction: reactants, conditions, products, and yield Starting materials: C1(CC1)COC1=CC=C(C(=C1C=1C2=C(C(N(C1)C)=O)N(C=C2)S(=O)(=O)C2=CC=C(C)C=C2)C)[N+](=O)[O-] (4-(6-(cyclopropylmethoxy)-2-methyl-3-nitrophenyl)-6-methyl-1-tosyl-1H-pyrrolo[2,3-c]pyridin-7(6H)-one), CN1C(C2=C(C(=C1)C1=C(C=CC(=C1)[N+](=O)[O-])OC1=CC=CC=C1)C=CN2)=O (6-methyl-4-(5-nitro-2-phenoxyphenyl)-1,6-dihydro-7H-pyrrolo[2,3-c]pyridin-7-one). Product: NC=1C(=C(C(=CC1)OCC1CC1)C=1C2=C(C(N(C1)C)=O)N(C=C2)S(=O)(=O)C2=CC=C(C)C=C2)C (4-(3-amino-6-(cyclopropylmethoxy)-2-methylphenyl)-6-methyl-1-tosyl-1H-pyrrolo[2,3-c]pyridin-7(6H)-one). Reaction SMILES: [CH:1]1([CH2:4][O:5][C:6]2[C:11]([C:12]3[C:13]4[CH:22]=[CH:21][N:20]([S:23]([C:26]5[CH:32]=[CH:31][C:29]([CH3:30])=[CH:28][CH:27]=5)(=[O:25])=[O:24])[C:14]=4[C:15](=[O:19])[N:16]([CH3:18])[CH:17]=3)=[C:10]([CH3:33])[C:9]([N+:34]([O-])=O)=[CH:8][CH:7]=2)[CH2:3][CH2:2]1.CN1C=C(C2C=C([N+]([O-])=O)C=CC=2OC2C=CC=CC=2)C2C=CNC=2C1=O>>[NH2:34][C:9]1[C:10]([CH3:33])=[C:11]([C:12]2[C:13]3[CH:22]=[CH:21][N:20]([S:23]([C:26]4[CH:27]=[CH:28][C:29]([CH3:30])=[CH:31][CH:32]=4)(=[O:25])=[O:24])[C:14]=3[C:15](=[O:19])[N:16]([CH3:18])[CH:17]=2)[C:6]([O:5][CH2:4][CH:1]2[CH2:2][CH2:3]2)=[CH:7][CH:8]=1. Procedure details: Example 251c was prepared according to the procedure used for the preparation of Example 3, substituting the product of Example 251b for the product of Example 2b to provide the title compound. The reactants are CI, CN(C)C=O, COC(=O)CCCCCC(c1ccc(F)cc1)c1c(O)c(C)c(C)c2c1CCCC2, [H-], [Na+], O. Yields the product COC(=O)CCCCCC(c1ccc(F)cc1)c1c2c(c(C)c(C)c1OC)CCCC2. As a reaction SMILES: [CH3:33][I:34].[CH3:36][N:37]([CH3:38])[CH:39]=[O:40].[F:1][c:2]1[cH:3][cH:4][c:5]([CH:8]([CH2:9][CH2:10][CH2:11][CH2:12][CH2:13][C:14](=[O:15])[O:16][CH3:17])[c:18]2[c:19]([OH:30])[c:20]([CH3:29])[c:21]([CH3:28])[c:22]3[c:27]2[CH2:26][CH2:25][CH2:24][CH2:23]3)[cH:6][cH:7]1.[H-:31].[Na+:32].[OH2:35]>>[F:1][c:2]1[cH:3][cH:4][c:5]([CH:8]([CH2:9][CH2:10][CH2:11][CH2:12][CH2:13][C:14](=[O:15])[O:16][CH3:17])[c:18]2[c:19]([O:30][CH3:33])[c:20]([CH3:29])[c:21]([CH3:28])[c:22]3[c:27]2[CH2:26][CH2:25][CH2:24][CH2:23]3)[cH:6][cH:7]1. Starting materials: C1(=CC=CC=C1)C (toluene), C1(=CC=CC=C1)/C=C/B(O)O (trans-2-phenylvinylboronic acid), C([O-])(O)=O.[Na+] (sodium bicarbonate), BrC1=CC=C(C2=CC=CC=C12)C(=O)OC (methyl 4-bromo-1-naphthoate). Reagents/catalysts: C1=CC=C(C=C1)P([C-]2C=CC=C2)C3=CC=CC=C3.C1=CC=C(C=C1)P([C-]2C=CC=C2)C3=CC=CC=C3.Cl[Pd]Cl.[Fe+2] (Pd(dppf)2Cl2). The solvent is C(C)O (ethanol), CCOC(=O)C (EtOAc), O (water). The product is C(=C\C1=CC=CC=C1)/C1=CC=C(C2=CC=CC=C12)C(=O)OC ((E)-methyl 4-styryl-1-naphthoate). RXN SMILES: Br[C:2]1[C:11]2[C:6](=[CH:7][CH:8]=[CH:9][CH:10]=2)[C:5]([C:12]([O:14][CH3:15])=[O:13])=[CH:4][CH:3]=1.C1(C)C=CC=CC=1.[C:23]1(/[CH:29]=[CH:30]/B(O)O)[CH:28]=[CH:27][CH:26]=[CH:25][CH:24]=1.C(=O)(O)[O-].[Na+]>C(O)C.CCOC(C)=O.O.C1C=CC(P(C2C=CC=CC=2)[C-]2C=CC=C2)=CC=1.C1C=CC(P(C2C=CC=CC=2)[C-]2C=CC=C2)=CC=1.Cl[Pd]Cl.[Fe+2]>[CH:30](/[C:2]1[C:11]2[C:6](=[CH:7][CH:8]=[CH:9][CH:10]=2)[C:5]([C:12]([O:14][CH3:15])=[O:13])=[CH:4][CH:3]=1)=[CH:29]\[C:23]1[CH:28]=[CH:27][CH:26]=[CH:25][CH:24]=1 |f:3.4,8.9.10.11|. Procedure details: To a solution of methyl 4-bromo-1-naphthoate, (Preparation 1, 5.4 g, 20.4 mmol) in ethanol (50 mL) and toluene (50 mL) was added Pd(dppf)2Cl2 (760 mg, 1.0 mmol), trans-2-phenylvinylboronic acid (3.3 g, 22.4 mmol) and sodium bicarbonate aqueous solution (40 mL of 2M solution). The mixture was heated to reflux for 3 hours. The mixture was cooled to room temperature and diluted with EtOAc (150 mL) and water (75 mL). The organic phase was separated, washed with brine (50 mL), dried over sodium sulfa... The reactants are ClC=1C=C(C=CC1Cl)C(CC(=O)N1CCCC2=CC=CC=C12)CC=O (1-[3-(3,4-dichlorophenyl)-1,5-dioxopentyl]-1,2,3,4-tetrahydroquinoline), 3A, Cl.C1(=CC=CC=C1)C1(CCNCC1)O (4-phenyl-4-hydroxypiperidine HCl), [BH3-]C#N.[Na+] (NaBH3CN). Solvent: CO.C1CCOC1 (MeOH THF). Reaction conditions: time 18 hour. Yields the product ClC=1C=C(C=CC1Cl)C(CC(=O)N1CCCC2=CC=CC=C12)CCN1CCC(CC1)(C1=CC=CC=C1)O (1-[3-(3,4-dichlorophenyl)-5-(4-hydroxy-4-phenyl-1-piperidinyl)-1-oxopentyl]-1,2,3,4-tetrahydroquinoline). Yield: 58.3%. As a reaction SMILES: [Cl:1][C:2]1[CH:3]=[C:4]([CH:9]([CH2:23][CH:24]=O)[CH2:10][C:11]([N:13]2[C:22]3[C:17](=[CH:18][CH:19]=[CH:20][CH:21]=3)[CH2:16][CH2:15][CH2:14]2)=[O:12])[CH:5]=[CH:6][C:7]=1[Cl:8].Cl.[C:27]1([C:33]2([OH:39])[CH2:38][CH2:37][NH:36][CH2:35][CH2:34]2)[CH:32]=[CH:31][CH:30]=[CH:29][CH:28]=1.[BH3-]C#N.[Na+]>CO.C1COCC1>[Cl:1][C:2]1[CH:3]=[C:4]([CH:9]([CH2:23][CH2:24][N:36]2[CH2:37][CH2:38][C:33]([OH:39])([C:27]3[CH:28]=[CH:29][CH:30]=[CH:31][CH:32]=3)[CH2:34][CH2:35]2)[CH2:10][C:11]([N:13]2[C:22]3[C:17](=[CH:18][CH:19]=[CH:20][CH:21]=3)[CH2:16][CH2:15][CH2:14]2)=[O:12])[CH:5]=[CH:6][C:7]=1[Cl:8] |f:1.2,3.4,5.6|. Procedure: 1-[3-(3,4-dichlorophenyl)-1,5-dioxopentyl]-1,2,3,4-tetrahydroquinoline (900 mg), in MeOH/THF (1:1, 20 mL) was treated sequentially with molecular sieves 3A (767 mg), 4-phenyl-4-hydroxypiperidine HCl (767 mg) and NaBH3CN (150 mg). The resulting mixture was stirred at room temperature for 18 hours. The reaction mixture was with quenched with water (20 mL) and diluted with CH2Cl2 (50 mL). The organic layer was separated and the aqueous layer extracted with CH2Cl2 (3×50 mL) The combined organic laye... Reaction SMILES: [Al+3:2].[CH3:7][c:8]1[cH:9][s:10][c:11]2[c:12]([CH:16]3[CH2:17][CH2:18][N:19]([CH2:22][CH2:23][CH2:24][C:25]#[N:26])[CH2:20][CH2:21]3)[n:13][o:14][c:15]12.[H-:1].[H-:4].[H-:5].[H-:6].[Li+:3].[O:27]1[CH2:28][CH2:29][CH2:30][CH2:31]1>>[CH3:7][c:8]1[cH:9][s:10][c:11]2[c:12]([CH:16]3[CH2:17][CH2:18][N:19]([CH2:22][CH2:23][CH2:24][CH2:25][NH2:26])[CH2:20][CH2:21]3)[n:13][o:14][c:15]12. Reactants: [Al+3], Cc1csc2c(C3CCN(CCCC#N)CC3)noc12, [H-], [H-], [H-], [H-], [Li+], C1CCOC1. Product: Cc1csc2c(C3CCN(CCCCN)CC3)noc12. The reactants are CCc1nc2c(N(Cc3ccc(OC)cc3)Cc3ccc(OC)cc3)nc(C)c(C)c2n1Cc1cc(-c2ccc(F)cc2)no1, O=C(O)C(F)(F)F. The product is CCc1nc2c(N)nc(C)c(C)c2n1Cc1cc(-c2ccc(F)cc2)no1. As a reaction SMILES: [CH2:1]([CH3:2])[c:3]1[n:4]([CH2:33][c:34]2[cH:35][c:36](-[c:39]3[cH:40][cH:41][c:42]([F:45])[cH:43][cH:44]3)[n:37][o:38]2)[c:5]2[c:6]([c:7]([N:13]([CH2:14][c:15]3[cH:16][cH:17][c:18]([O:19][CH3:20])[cH:21][cH:22]3)[CH2:23][c:24]3[cH:25][cH:26][c:27]([O:28][CH3:29])[cH:30][cH:31]3)[n:8][c:9]([CH3:12])[c:10]2[CH3:11])[n:32]1.[OH:46][C:47]([C:48]([F:49])([F:50])[F:51])=[O:52]>>[CH2:1]([CH3:2])[c:3]1[n:4]([CH2:33][c:34]2[cH:35][c:36](-[c:39]3[cH:40][cH:41][c:42]([F:45])[cH:43][cH:44]3)[n:37][o:38]2)[c:5]2[c:6]([c:7]([NH2:13])[n:8][c:9]([CH3:12])[c:10]2[CH3:11])[n:32]1. Starting materials: OC1=CC=C(C(=O)C2=C(OC3=C2C=CC=C3)C3=CC=CC=C3)C=C1 (3-(4-hydroxybenzoyl)-2-phenylbenzofuran), CC(CC)=O (2-butanone), C(CCC)N(CCCCl)CCCC (3-di-n-butylaminopropyl chloride), C([O-])([O-])=O.[K+].[K+] (potassium carbonate). The solvent is CCOCC (ether), O (water). Product: C(CCC)N(CCCOC1=CC=C(C(=O)C2=C(OC3=C2C=CC=C3)C3=CC=CC=C3)C=C1)CCCC (3-[4-(3-Di-n-butylaminopropoxy)benzoyl]-2-phenylbenzofuran). Reaction SMILES: [OH:1][C:2]1[CH:24]=[CH:23][C:5]([C:6]([C:8]2[C:12]3[CH:13]=[CH:14][CH:15]=[CH:16][C:11]=3[O:10][C:9]=2[C:17]2[CH:22]=[CH:21][CH:20]=[CH:19][CH:18]=2)=[O:7])=[CH:4][CH:3]=1.[CH2:25]([N:29]([CH2:34][CH2:35][CH2:36][CH3:37])[CH2:30][CH2:31][CH2:32]Cl)[CH2:26][CH2:27][CH3:28].C(=O)([O-])[O-].[K+].[K+].CC(=O)CC>CCOCC.O>[CH2:34]([N:29]([CH2:25][CH2:26][CH2:27][CH3:28])[CH2:30][CH2:31][CH2:32][O:1][C:2]1[CH:3]=[CH:4][C:5]([C:6]([C:8]2[C:12]3[CH:13]=[CH:14][CH:15]=[CH:16][C:11]=3[O:10][C:9]=2[C:17]2[CH:18]=[CH:19][CH:20]=[CH:21][CH:22]=2)=[O:7])=[CH:23][CH:24]=1)[CH2:35][CH2:36][CH3:37] |f:2.3.4|. Reported procedure: A mixture of 2.0 g. (6.4 mmol.) of 3-(4-hydroxybenzoyl)-2-phenylbenzofuran, 1.3 g. (6.4 mmol.) of 3-di-n-butylaminopropyl chloride and 4.0 g. (0.04 mol.) of anhydrous potassium carbonate in 20 ml. of dry 2-butanone is refluxed for 18 hours. The reaction is cooled, water and ether are added and the layers are separated. The organic phase is extracted with 10% aqueous sodium hydroxide and the aqueous layers are combined and extracted again with water. The combined ether extracts are concentrated u...